From a dataset of the Open Reaction Database (ORD), a public repository of structured organic reaction records. describe an organic reaction: reactants, conditions, products, and yield As a reaction SMILES: [Cl:33][CH2:34][Cl:35].[F:6][C:7]([c:8]1[cH:9][c:10]([S:14](=[O:15])(=[O:16])[N:17]2[CH2:18][CH2:19][CH:20]([O:23][NH2:24])[CH2:21][CH2:22]2)[cH:11][cH:12][cH:13]1)([F:25])[F:26].[N:1](=[C:2]=[O:3])[CH2:4][CH3:5].[cH:27]1[cH:28][cH:29][n:30][cH:31][cH:32]1>>[NH:1]([C:2](=[O:3])[NH:24][O:23][CH:20]1[CH2:19][CH2:18][N:17]([S:14]([c:10]2[cH:9][c:8]([C:7]([F:6])([F:25])[F:26])[cH:13][cH:12][cH:11]2)(=[O:15])=[O:16])[CH2:22][CH2:21]1)[CH2:4][CH3:5]. Starting materials: ClCCl, NOC1CCN(S(=O)(=O)c2cccc(C(F)(F)F)c2)CC1, CCN=C=O, c1ccncc1. Product: CCNC(=O)NOC1CCN(S(=O)(=O)c2cccc(C(F)(F)F)c2)CC1. Starting materials: CCCCN, CCOC(=O)c1nnc(N2CCN(C(=O)c3ccccc3C(F)(F)F)CC2)s1. Product: CCCCNC(=O)c1nnc(N2CCN(C(=O)c3ccccc3C(F)(F)F)CC2)s1. Reaction SMILES: [CH2:1]([CH2:2][CH2:3][CH3:4])[NH2:5].[CH2:6]([O:8][C:9](=[O:7])[c:11]1[s:12][c:13]([N:16]2[CH2:17][CH2:18][N:19]([C:22]([c:23]3[c:24]([C:29]([F:30])([F:31])[F:32])[cH:25][cH:26][cH:27][cH:28]3)=[O:33])[CH2:20][CH2:21]2)[n:14][n:15]1)[CH3:10]>>[CH2:1]([CH2:2][CH2:3][CH3:4])[NH:5][C:9](=[O:8])[c:11]1[s:12][c:13]([N:16]2[CH2:17][CH2:18][N:19]([C:22]([c:23]3[c:24]([C:29]([F:30])([F:31])[F:32])[cH:25][cH:26][cH:27][cH:28]3)=[O:33])[CH2:20][CH2:21]2)[n:14][n:15]1. Starting materials: N1(CCOCC1)C1=CC(NC(=N1)CC(N1CCC2=C(C=CC=C12)C1CN(CCC1)CCC)=O)=O (6-(morpholin-4-yl)-2-{2-oxo-2-[4-(1-propylpiperidin-3-yl)-2,3-dihydro-1H-indol-1-yl]ethyl}pyrimidin-4(3H)-one), Cl.CN(CCCN=C=NCC)C (N-[3-(dimethylamino)propyl]-N′-ethylcarbodiimide hydrochloride), N1(CCOCC1)C=1N=C(NC(C1)=O)CC(=O)[O-].[Na+] (sodium [4-(morpholin-4-yl)-6-oxo-1,6-dihydropyrimidin-2-yl]acetate). Run in CN(C=O)C (N,N-dimethylformamide), N1=CC=CC=C1 (pyridine). Reaction conditions: time 72 hour. Yields the product N1(CCOCC1)C1=CC(NC(=N1)CC(N1C2C(C=3C=CC=CC13)CCC2)=O)=O (6-(morpholin-4-yl)-2-[2-oxo-2-(2,3,3a,8b-tetrahydrocyclopenta[b]indol-4(1H)-yl)ethyl]pyrimidin-4(3H)-one). The yield is 143.4%. Reaction SMILES: [N:1]1([C:7]2[N:12]=[C:11]([CH2:13][C:14](=[O:33])[N:15]3[C:23]4[C:18](=[C:19](C5CCCN(CCC)C5)[CH:20]=[CH:21][CH:22]=4)[CH2:17][CH2:16]3)[NH:10][C:9](=[O:34])[CH:8]=2)[CH2:6][CH2:5][O:4][CH2:3][CH2:2]1.Cl.CN(C)[CH2:38][CH2:39][CH2:40]N=C=NCC.N1(C2N=C(CC([O-])=O)NC(=O)C=2)CCOCC1.[Na+]>CN(C)C=O.N1C=CC=CC=1>[N:1]1([C:7]2[N:12]=[C:11]([CH2:13][C:14](=[O:33])[N:15]3[C:23]4[CH:22]=[CH:21][CH:20]=[CH:19][C:18]=4[CH:17]4[CH2:38][CH2:39][CH2:40][CH:16]34)[NH:10][C:9](=[O:34])[CH:8]=2)[CH2:6][CH2:5][O:4][CH2:3][CH2:2]1 |f:1.2,3.4|. Procedure: 320 mg of 1,2,3,3a,4,8b-hexahydrocyclopenta[b]indole [reference example 7d] and 424 mg of N-[3-(dimethylamino)propyl]-N′-ethylcarbodiimide hydrochloride are added to a solution of 525 mg of sodium [4-(morpholin-4-yl)-6-oxo-1,6-dihydropyrimidin-2-yl]acetate (obtained in step 2d of example 1d) in 4 ml of N,N-dimethylformamide and 4 ml of pyridine. The reaction mixture is stirred at ambient temperature for 72 hours and then concentrated under reduced pressure. The residue is taken up in a mixture o... Starting materials: NC=1SC2=C(N1)CCCC2 (2-amino-4,5,6,7-tetrahydrobenzothiazole), BrCC(=O)OCC (ethyl bromoacetate). Reagents/catalysts: CCN(CC)CC (Et3N). The solvent is C(C)O (ethanol). Product: Br.C(C)OC(CN1C(SC2=C1CCCC2)=N)=O ((2-Imino-4,5,6,7-tetrahydro-benzothiazol-3-yl)-acetic acid ethyl ester hydrobromide salt). Isolated yield 79.0%. RXN SMILES: [NH2:1][C:2]1[S:3][C:4]2[CH2:10][CH2:9][CH2:8][CH2:7][C:5]=2[N:6]=1.[Br:11][CH2:12][C:13]([O:15][CH2:16][CH3:17])=[O:14]>C(O)C.CCN(CC)CC>[BrH:11].[CH2:16]([O:15][C:13](=[O:14])[CH2:12][N:6]1[C:5]2[CH2:7][CH2:8][CH2:9][CH2:10][C:4]=2[S:3][C:2]1=[NH:1])[CH3:17] |f:4.5|. Procedure: A mixture of 2-amino-4,5,6,7-tetrahydrobenzothiazole (2.296 g, 14.9 mmol) and ethyl bromoacetate (2.747 g, 16.4 mmol) was refluxed in ethanol (50 mL) containing 3 drops of Et3N for 90 minutes. The reaction mixture was concentrated to half volume in vacuo and the resulting precipitate was filtered and rinsed with cold ethanol, then ether to give a white powder in 79% yield: mp 222-224° C.; 1H-NMR (DMSO-d6) 1.25 (t, 3H), 1.74 (d, 4H), 2.39 (s, 2H), 2.52 (m, 2H), 4.22 (q, 2H), 4.95 (s, 2H), 9.67 (s... As a reaction SMILES: [CH2:13]([CH:14]([CH3:15])[CH3:16])[N:17]=[C:18]=[S:19].[CH3:20][CH2:21][O:22][C:23](=[O:24])[CH3:25].[NH2:1][c:2]1[c:3]([S:9](=[O:10])(=[O:11])[NH2:12])[cH:4][cH:5][c:6]([Cl:8])[cH:7]1>>[NH:1]1[c:2]2[c:3]([cH:4][cH:5][c:6]([Cl:8])[cH:7]2)[S:9](=[O:10])(=[O:11])[N:12]=[C:18]1[NH:17][CH2:13][CH:14]([CH3:15])[CH3:16]. Yields the product CC(C)CNC1=NS(=O)(=O)c2ccc(Cl)cc2N1. Starting materials: CC(C)CN=C=S, CCOC(C)=O, Nc1cc(Cl)ccc1S(N)(=O)=O.